This data is from the Open Reaction Database (ORD), a public repository of structured organic reaction records. The task is: describe an organic reaction: reactants, conditions, products, and yield Reactants: C(CC)=C1CCC(CC1)CC(=O)OC (methyl (4-propylidenecyclohexyl)acetate), [H-].[Al+3].[Li+].[H-].[H-].[H-] (lithium aluminium hydride), Cl (hydrochloric acid), O (water). Run in C1CCOC1 (THF), C1CCOC1 (THF). Yields the product C(CC)=C1CCC(CC1)CCO (2-(4-propylidenecyclohexyl)ethanol). As a reaction SMILES: [H-].[Al+3].[Li+].[H-].[H-].[H-].[CH:7](=[C:10]1[CH2:15][CH2:14][CH:13]([CH2:16][C:17](OC)=[O:18])[CH2:12][CH2:11]1)[CH2:8][CH3:9].O.Cl>C1COCC1>[CH:7](=[C:10]1[CH2:15][CH2:14][CH:13]([CH2:16][CH2:17][OH:18])[CH2:12][CH2:11]1)[CH2:8][CH3:9] |f:0.1.2.3.4.5|. Procedure details: 25.2 g of lithium aluminium hydride were introduced into 100 ml of THF, and a solution of 54.2 g of methyl (4-propylidenecyclohexyl)acetate in 200 ml of THF was then added dropwise with stirring at such a rate that the reaction boiled gently. The mixture was then refluxed for a further 3 h, cooled to RT and hydrolysed dropwise with 50 ml of water. 18% hydrochloric acid was then added until the precipitate formed had dissolved. Conventional work-up gave 2-(4-propylidenecyclohexyl)ethanol (boiling... Reactants: BrC1=CC=C(C=C1)C(CC)=O (4′-bromopropiophenone), C(#C)[Si](C)(C)C (ethynyltrimethylsilane), C(C)(C)NC(C)C (diisopropylamine). Reagents/catalysts: Cl[Pd]([P](C1=CC=CC=C1)(C2=CC=CC=C2)C3=CC=CC=C3)([P](C4=CC=CC=C4)(C5=CC=CC=C5)C6=CC=CC=C6)Cl (bis(triphenylphosphine)palladium(II) dichloride), [Cu]I (copper(I) iodide). Run in O1CCCC1 (tetrahydrofuran), O (water). Product: C[Si](C)(C)C#CC1=CC=C(C=C1)C(CC)=O (1-(4-trimethylsilanylethynylphenyl)propan-1-one). As a reaction SMILES: Br[C:2]1[CH:7]=[CH:6][C:5]([C:8](=[O:11])[CH2:9][CH3:10])=[CH:4][CH:3]=1.[C:12]([Si:14]([CH3:17])([CH3:16])[CH3:15])#[CH:13].C(NC(C)C)(C)C>O1CCCC1.O.Cl[Pd](Cl)([P](C1C=CC=CC=1)(C1C=CC=CC=1)C1C=CC=CC=1)[P](C1C=CC=CC=1)(C1C=CC=CC=1)C1C=CC=CC=1.[Cu]I>[CH3:15][Si:14]([C:12]#[C:13][C:2]1[CH:7]=[CH:6][C:5]([C:8](=[O:11])[CH2:9][CH3:10])=[CH:4][CH:3]=1)([CH3:17])[CH3:16] |^1:33,52|. Procedure: A mixture of 1.74 g 4′-bromopropiophenone, 2.0 g ethynyltrimethylsilane, 260 mg bis(triphenylphosphine)palladium(II) dichloride, 260 mg copper(I) iodide and 15 ml diisopropylamine in 40 ml tetrahydrofuran is heated at reflux for 1 h. After cooling the reaction mixture is diluted with water and extracted with ethyl acetate. The combined organic layer is washed with brine, dried over sodium sulfate and evaporated under reduced pressure. The residue is purified by chromatography on silica gel, usin... The reactants are CC1(c2ccccc2)NC(=O)NC1=O, [K], C1CCOC1, O=S(=O)(Cl)c1ccc2ccccc2c1. Yields the product CC1(c2ccccc2)NC(=O)N(S(=O)(=O)c2ccc3ccccc3c2)C1=O. RXN SMILES: [CH3:2][C:3]1([c:10]2[cH:11][cH:12][cH:13][cH:14][cH:15]2)[C:4](=[O:9])[NH:5][C:6](=[O:8])[NH:7]1.[K:1].[O:30]1[CH2:31][CH2:32][CH2:33][CH2:34]1.[cH:16]1[c:17]([S:26](=[O:27])(=[O:28])[Cl:29])[cH:18][cH:19][c:20]2[cH:21][cH:22][cH:23][cH:24][c:25]12>>[CH3:2][C:3]1([c:10]2[cH:11][cH:12][cH:13][cH:14][cH:15]2)[C:4](=[O:9])[N:5]([S:26]([c:17]2[cH:16][c:25]3[c:20]([cH:19][cH:18]2)[cH:21][cH:22][cH:23][cH:24]3)(=[O:27])=[O:28])[C:6](=[O:8])[NH:7]1. Starting materials: ClC=1C(=NC=C(C1)C(F)(F)F)NN (3-chloro-2-hydrazinyl-5-(trifluoromethyl)pyridine), C(C(=O)OCC)(=O)OCC (diethyl oxalate), C(C)O.Cl (hydrogen chloride ethanol). Conditions: temperature 140 celsius. Product: ClC=1C=2N(C=C(C1)C(F)(F)F)C(=NN2)C(=O)OCC (ethyl 8-chloro-6-(trifluoromethyl)-[1,2,4]triazolo[4,3-a]pyridine-3-carboxylate). RXN SMILES: [Cl:1][C:2]1[C:3]([NH:12][NH2:13])=[N:4][CH:5]=[C:6]([C:8]([F:11])([F:10])[F:9])[CH:7]=1.[C:14](OCC)(=O)[C:15]([O:17][CH2:18][CH3:19])=[O:16].C(O)C.Cl>>[Cl:1][C:2]1[C:3]2[N:4]([C:14]([C:15]([O:17][CH2:18][CH3:19])=[O:16])=[N:13][N:12]=2)[CH:5]=[C:6]([C:8]([F:11])([F:9])[F:10])[CH:7]=1 |f:2.3|. Reported procedure: A mixture of 3-chloro-2-hydrazinyl-5-(trifluoromethyl)pyridine (600 mg), diethyl oxalate (1.15 mL) and 2M hydrogen chloride ethanol solution (9 mL) was heated with microwave irradiation at 140° C. for 2 hr. The reaction mixture was allowed to be cooled to room temperature, and the solvent was evaporated under reduced pressure. The residue was neutralized with saturated aqueous sodium hydrogen carbonate solution, and the mixture was extracted with ethyl acetate. The organic layer was dried over a... Starting materials: CCCCP(CCCC)CCCC, ClCCl, COc1cc2c(Nc3ccc(Cl)cc3F)ncnc2cc1O, O=C(N=NC(=O)N1CCCCC1)N1CCCCC1, O=c1ccn(CCCO)cc1. Yields the product COc1cc2c(Nc3ccc(Cl)cc3F)ncnc2cc1OCCCn1ccc(=O)cc1. As a reaction SMILES: [CH2:52]([P:53]([CH2:54][CH2:55][CH2:56][CH3:57])[CH2:58][CH2:59][CH2:60][CH3:61])[CH2:62][CH2:63][CH3:64].[CH2:65]([Cl:66])[Cl:67].[Cl:30][c:31]1[cH:32][c:33]([F:51])[c:34]([NH:35][c:36]2[n:37][cH:38][n:39][c:40]3[cH:41][c:42]([OH:48])[c:43]([O:46][CH3:47])[cH:44][c:45]23)[cH:49][cH:50]1.[N:12]([C:13]([N:14]1[CH2:15][CH2:16][CH2:17][CH2:18][CH2:19]1)=[O:20])=[N:21][C:22]([N:23]1[CH2:24][CH2:25][CH2:26][CH2:27][CH2:28]1)=[O:29].[OH:1][CH2:2][CH2:3][CH2:4][n:5]1[cH:6][cH:7][c:8](=[O:11])[cH:9][cH:10]1>>[O:1]([CH2:2][CH2:3][CH2:4][n:5]1[cH:6][cH:7][c:8](=[O:11])[cH:9][cH:10]1)[c:42]1[cH:41][c:40]2[n:39][cH:38][n:37][c:36]([NH:35][c:34]3[c:33]([F:51])[cH:32][c:31]([Cl:30])[cH:50][cH:49]3)[c:45]2[cH:44][c:43]1[O:46][CH3:47]. Reactants: [H][H] (hydrogen), [H][H] (hydrogen), borax, O (water), O (water), COC1=CC=C(C=C1)O (p-methoxyphenol). Reagents/catalysts: [Pd] (palladium on carbon), catalyst. The solvent is CC1CCCCC1 (methylcyclohexane). Yields the product COC1CCC(CC1)=O (p-methoxycyclohexanone). As a reaction SMILES: O.[CH3:2][O:3][C:4]1[CH:9]=[CH:8][C:7]([OH:10])=[CH:6][CH:5]=1.[H][H]>[Pd].CC1CCCCC1>[CH3:2][O:3][CH:4]1[CH2:9][CH2:8][C:7](=[O:10])[CH2:6][CH2:5]1. Procedure details: 0.5 g of borax and 0.5 g of water were mixed and 6 g of a catalyst which was moist with water (water content=50 %) and comprised 5% by weight of palladium on carbon were then mixed in. The resulting mixture was added to a solution of 100 g of p-methoxyphenol in 150 g of methylcyclohexane and this reaction mixture was hydrogenated in a stirred reactor at from 150 to 180° C. and from 3 to 8 bar of hydrogen pressure until no more hydrogen was absorbed. After a hydrogenation time of 72 minutes, 96.2... Starting materials: [H-].[H-].[H-].[H-].[Li+].[Al+3] (LiAlH4), C1CCOC1 (THF), FC=1C=C(CNC(NC=2SC(=C(N2)C(=O)OC)C(C)C)=O)C=CC1 (methyl 2-(3-(3-fluorobenzyl)ureido)-5-isopropylthiazole-4-carboxylate), OS(=O)(=O)[O-].[Na+] (NaHSO4). Solvent: CO (MeOH). Yields the product FC=1C=C(CNC(=O)NC=2SC(=C(N2)CO)C(C)C)C=CC1 (1-(3-fluorobenzyl)-3-(4-(hydroxymethyl)-5-isopropylthiazol-2-yl)urea). RXN SMILES: [H-].[H-].[H-].[H-].[Li+].[Al+3].C1COCC1.[F:12][C:13]1[CH:14]=[C:15]([CH:33]=[CH:34][CH:35]=1)[CH2:16][NH:17][C:18](=[O:32])[NH:19][C:20]1[S:21][C:22]([CH:29]([CH3:31])[CH3:30])=[C:23]([C:25](OC)=[O:26])[N:24]=1.OS([O-])(=O)=O.[Na+]>CO>[F:12][C:13]1[CH:14]=[C:15]([CH:33]=[CH:34][CH:35]=1)[CH2:16][NH:17][C:18]([NH:19][C:20]1[S:21][C:22]([CH:29]([CH3:31])[CH3:30])=[C:23]([CH2:25][OH:26])[N:24]=1)=[O:32] |f:0.1.2.3.4.5,8.9|. Procedure: LiAlH4 (5.5 mL, 5.5 mmol, 1 M in THF) was added to a THF (30 mL) solution of methyl 2-(3-(3-fluorobenzyl)ureido)-5-isopropylthiazole-4-carboxylate (780 mg, 2.22 mmol) at 0 C. Upon completion of the reaction Na2SO4x10H2O (1.5 g, 4.5 mmol) was added carefully. The suspension was stirred for a day at ambient temperature which was followed by the addition of NaHSO4 (0.5 g, 4.5 mmol) and MeOH (5 mL). The mixture extracted with CH2Cl2, washed with dilute HCl, dried and evaporated to afford 1-(3-fluoro... Starting materials: CCOC(=O)C=C1CCCc2ccc(OC)cc2C1, CCOC(=O)CC1=Cc2cc(OC)ccc2CCC1. Yields the product CCOC(=O)CC1CCCc2ccc(OC)cc2C1. RXN SMILES: [CH2:1]([CH3:2])[O:3][C:4]([CH:5]=[C:6]1[CH2:7][c:8]2[c:9]([cH:13][cH:14][c:15]([O:17][CH3:18])[cH:16]2)[CH2:10][CH2:11][CH2:12]1)=[O:19].[CH2:20]([O:21][C:22](=[O:23])[CH2:24][C:25]1=[CH:37][c:36]2[c:29]([cH:30][cH:31][c:32]([O:33][CH3:34])[cH:35]2)[CH2:28][CH2:27][CH2:26]1)[CH3:38]>>[CH2:1]([CH3:2])[O:3][C:4]([CH2:5][CH:6]1[CH2:7][c:8]2[c:9]([cH:13][cH:14][c:15]([O:17][CH3:18])[cH:16]2)[CH2:10][CH2:11][CH2:12]1)=[O:19]. The reactants are CO (methanol), CC(C)([O-])C.[K+] (potassium tert-butoxide), [N+](=O)([O-])C=1SC=CC1 (2-nitro-thiophene), C(Cl)(Cl)Cl (chloroform). Run in C(C)(=O)O (acetic acid), CN(C=O)C (N,N-dimethyl formamide), CN(C=O)C (N,N-dimethylformamide), [Cl-].[Na+].O (Brine). Conditions: time 5 minute. The product is ClC(C1=C(SC=C1)[N+](=O)[O-])Cl (3-Dichloromethyl-2-nitro-thiophene). The yield is 93.8%. RXN SMILES: CC(C)([O-])C.[K+].[N+:7]([C:10]1[S:11][CH:12]=[CH:13][CH:14]=1)([O-:9])=[O:8].[CH:15](Cl)([Cl:17])[Cl:16].CO>CN(C)C=O.[Cl-].[Na+].O.C(O)(=O)C>[Cl:16][CH:15]([Cl:17])[C:14]1[CH:13]=[CH:12][S:11][C:10]=1[N+:7]([O-:9])=[O:8] |f:0.1,6.7.8|. Procedure details: To a solution of potassium tert-butoxide (23.0 mL, 1.0M tetrahydrofuran solution, 23.2 mmol) in N,N-dimethyl formamide (20 mL) were added a mixture solution of 2-nitro-thiophene (1.00 g, 7.74 mmol) in chloroform (682 μl, 8.51 mmol) and N,N-dimethylformamide (2 mL) dropwise at −78° C., the solution was stirred for 5 minutes, and then, methanol and acetic acid were added at 0° C. Brine was added to the reaction solution, which was then extracted with ethyl acetate. The solvent was evaporated in va...